Dataset: the Open Reaction Database (ORD), a public repository of structured organic reaction records. Task: describe an organic reaction: reactants, conditions, products, and yield Reactants: BrC=1C=C(C=C(C1)C(F)(F)F)S(=O)(=O)Cl (3-bromo-5-(trifluoromethyl)-benzene sulphonyl chloride), CN (methylamine). Solvent: C(C)(=O)OCC (ethyl acetate), O1CCOCC1 (1,4-dioxane). Run at time 3 hour. The product is BrC=1C=C(C=C(C1)C(F)(F)F)S(=O)(=O)NC (3-bromo-N-methyl-5-trifluoromethyl-benzenesulphonamide). The yield is 92.0%. Reaction SMILES: [Br:1][C:2]1[CH:3]=[C:4]([S:12](Cl)(=[O:14])=[O:13])[CH:5]=[C:6]([C:8]([F:11])([F:10])[F:9])[CH:7]=1.[CH3:16][NH2:17]>O1CCOCC1.C(OCC)(=O)C>[Br:1][C:2]1[CH:3]=[C:4]([S:12]([NH:17][CH3:16])(=[O:14])=[O:13])[CH:5]=[C:6]([C:8]([F:11])([F:10])[F:9])[CH:7]=1. Procedure: To a solution of 3-bromo-5-(trifluoromethyl)-benzene sulphonyl chloride (200 mg) in 1,4-dioxane (1 mL) was added methylamine (40% aqueous solution, 96 mg). The mixture was stirred at room temperature for three hours then diluted with ethyl acetate (20 mL) and washed with HCl (1M, 2×20 mL). Organics were separated, dried over sodium sulphate, filtered, and solvent was removed under reduced pressure to yield 3-bromo-N-methyl-5-trifluoromethyl-benzenesulphonamide (181 mg) as a yellow solid. 1H NMR ... Reactants: BrC1=CC2=C(C=3N=C(SC3CCO2)C(=O)O)C=C1 (8-bromo-4,5-dihydro-6-oxa-3-thia-1-aza-benzo[e]azulene-2-carboxylic acid), C(C(=O)Cl)(=O)Cl (oxalyl chloride). Reagents/catalysts: CN(C)C=O (DMF). Solvent: ClCCl (dichloromethane). Reaction conditions: time 3 hour. Product: ClC1=C(C=CC=C1)NC(=O)C=1SC=2CCOC3=C(C2N1)C=CC(=C3)Br (8-bromo-4,5-dihydro-6-oxa-3-thia-1-aza-benzo[e]azulene-2-carboxylic acid (2-chloro-phenyl)-amide). As a reaction SMILES: [Br:1][C:2]1[CH:18]=[CH:17][C:5]2[C:6]3[N:7]=[C:8]([C:14]([OH:16])=O)[S:9][C:10]=3[CH2:11][CH2:12][O:13][C:4]=2[CH:3]=1.[C:19]([Cl:24])(=O)[C:20](Cl)=O>ClCCl.CN(C=O)C>[Cl:24][C:19]1[CH:20]=[CH:3][CH:4]=[CH:5][C:6]=1[NH:7][C:14]([C:8]1[S:9][C:10]2[CH2:11][CH2:12][O:13][C:4]3[CH:3]=[C:2]([Br:1])[CH:18]=[CH:17][C:5]=3[C:6]=2[N:7]=1)=[O:16]. Procedure: To a suspension of 8-bromo-4,5-dihydro-6-oxa-3-thia-1-aza-benzo[e]azulene-2-carboxylic acid (396 mg) in dry dichloromethane (20 mL) was added oxalyl chloride (180 μL) and DMF (1 drop). After 3 hours the solvent was removed in vacuo and to the residue was added acetonitrile (20 mL), 2-chloroaniline (140 μL) and sodium bicarbonate (111 mg). After 3 hours, water was added to the reaction mixture and the resulting precipitate was collected by filtration to yield 8-bromo-4,5-dihydro-6-oxa-3-thia-1-az... Starting materials: [BH4-], C1CCOC1, CS(C)=O, CO, CS(=O)(=O)c1ccc(-c2cc3nccc(Oc4ccc([N+](=O)[O-])cc4F)c3s2)cc1, [Na+], Cl[Ni]Cl. RXN SMILES: [BH4-:31].[CH2:37]1[O:38][CH2:39][CH2:40][CH2:41]1.[CH3:33][S:34]([CH3:35])=[O:36].[CH3:42][OH:43].[F:1][c:2]1[c:3]([O:4][c:5]2[c:6]3[c:7]([n:8][cH:9][cH:10]2)[cH:11][c:12](-[c:14]2[cH:15][cH:16][c:17]([S:20](=[O:21])(=[O:22])[CH3:23])[cH:18][cH:19]2)[s:13]3)[cH:24][cH:25][c:26]([N+:28]([O-:29])=[O:30])[cH:27]1.[Na+:32].[Ni:44]([Cl:45])[Cl:46]>>[F:1][c:2]1[c:3]([O:4][c:5]2[c:6]3[c:7]([n:8][cH:9][cH:10]2)[cH:11][c:12](-[c:14]2[cH:15][cH:16][c:17]([S:20](=[O:21])(=[O:22])[CH3:23])[cH:18][cH:19]2)[s:13]3)[cH:24][cH:25][c:26]([NH2:28])[cH:27]1. Yields the product CS(=O)(=O)c1ccc(-c2cc3nccc(Oc4ccc(N)cc4F)c3s2)cc1.